This data is from the Open Reaction Database (ORD), a public repository of structured organic reaction records. The task is: describe an organic reaction: reactants, conditions, products, and yield Starting materials: C(#N)C1=C(C(=C(C(=C1F)F)O)F)F (4-cyano-2,3,5,6-tetrafluorophenol), C(C(=C)C)(=O)Cl (methacrylic acid chloride), resultant mixture, resultant solution. Run in C(Cl)(Cl)(Cl)Cl (carbon tetrachloride). Reaction conditions: time 48 hour. Yields the product C(C(=C)C)(=O)OC1=C(C(=C(C(=C1F)F)C#N)F)F (4-cyano-2,3,5,6-tetrafluorophenyl methacrylate). The yield is 83.7%. As a reaction SMILES: [C:1]([C:3]1[C:8]([F:9])=[C:7]([F:10])[C:6]([OH:11])=[C:5]([F:12])[C:4]=1[F:13])#[N:2].[C:14](Cl)(=[O:18])[C:15]([CH3:17])=[CH2:16]>C(Cl)(Cl)(Cl)Cl>[C:14]([O:11][C:6]1[C:5]([F:12])=[C:4]([F:13])[C:3]([C:1]#[N:2])=[C:8]([F:9])[C:7]=1[F:10])(=[O:18])[C:15]([CH3:17])=[CH2:16]. Reported procedure: In 200 ml of carbon tetrachloride, 19.1 g (0.100 mol) of 4-cyano-2,3,5,6-tetrafluorophenol and 13.0 g (0.125 mol) of methacrylic acid chloride were dissolved. To the resultant solution was added 20 g of molecular sieve 3 Å in diameter. The resultant mixture was refluxed as agitated for 48 hours. The reaction mixture so produced was cooled and then filtered to separate the molecular sieve. The filtrate was dried with magnesium sulfate and then evaporated to dryness with a rotary evaporator. Conse...